This data is from the Open Reaction Database (ORD), a public repository of structured organic reaction records. The task is: describe an organic reaction: reactants, conditions, products, and yield Procedure: To a solution of (5Z)-5-(piperidin-4-ylmethylidene)-4-(prop-2-yn-1-ylamino)-1,3-thiazol-2(5H)-one dihydrochloride (200 mg) in DMF (3 mL) were added triethylamine (0.35 mL) and naphthalene-1-carbaldehyde (0.09 mL). The reaction mixture was stirred at room temperature for 1 hr, and sodium triacetoxyborohydride (554 mg) was added. The reaction mixture was stirred at room temperature for 3 hr, saturated aqueous sodium hydrogen carbonate solution was added, and the mixture was extracted with ethyl ac... The reactants are Cl.Cl.N1CCC(CC1)\C=C/1\C(=NC(S1)=O)NCC#C ((5Z)-5-(piperidin-4-ylmethylidene)-4-(prop-2-yn-1-ylamino)-1,3-thiazol-2(5H)-one dihydrochloride), C1(=CC=CC2=CC=CC=C12)C=O (naphthalene-1-carbaldehyde), C(O)([O-])=O.[Na+] (sodium hydrogen carbonate), C(C)(=O)O[BH-](OC(C)=O)OC(C)=O.[Na+] (sodium triacetoxyborohydride). Run in CN(C)C=O (DMF), C(C)N(CC)CC (triethylamine). Yields the product C1(=CC=CC2=CC=CC=C12)CN1CCC(CC1)\C=C/1\C(=NC(S1)=O)NCC#C ((5Z)-5-{[1-(naphthalene-1-ylmethyl)piperidin-4-yl]methylidene}-4-(prop-2-yn-1-ylamino)-1,3-thiazol-2(5H)-one). As a reaction SMILES: Cl.Cl.[NH:3]1[CH2:8][CH2:7][CH:6](/[CH:9]=[C:10]2/[C:11]([NH:16][CH2:17][C:18]#[CH:19])=[N:12][C:13](=[O:15])[S:14]/2)[CH2:5][CH2:4]1.[C:20]1([CH:30]=O)[C:29]2[C:24](=[CH:25][CH:26]=[CH:27][CH:28]=2)[CH:23]=[CH:22][CH:21]=1.C(O[BH-](OC(=O)C)OC(=O)C)(=O)C.[Na+].C(=O)([O-])O.[Na+]>CN(C=O)C.C(N(CC)CC)C>[C:20]1([CH2:30][N:3]2[CH2:8][CH2:7][CH:6](/[CH:9]=[C:10]3/[C:11]([NH:16][CH2:17][C:18]#[CH:19])=[N:12][C:13](=[O:15])[S:14]/3)[CH2:5][CH2:4]2)[C:29]2[C:24](=[CH:25][CH:26]=[CH:27][CH:28]=2)[CH:23]=[CH:22][CH:21]=1 |f:0.1.2,4.5,6.7|. Conditions: time 1 hour. Reactants: C(C)(C)N(CC)C(C)C (IPEA), C=1C=CC2=C(C1)N=NN2O (HOBT), Cl.NN1C(C(CCC1)C1=CC(=C(C(=C1)F)F)F)=O (1-amino-3-(3,4,5-trifluorophenyl)piperidin-2-one hydrochloride), COC=1C=C(C=CC1N1C=NC(=C1)C)/C=C/C(=O)O ((E)-3-[3-methoxy-4-(4-methyl-1H-imidazol-1-yl)phenyl]acrylic acid), O.C([O-])(O)=O.[Na+] (sodium bicarbonate water). Run in CN(C)C=O (DMF), C(CCl)Cl (EDC), C(C)(=O)OCC (Ethyl acetate). Run at time 3 hour. Yields the product COC=1C=C(C=CC1N1C=NC(=C1)C)/C=C/C(=O)NN1C(C(CCC1)C1=CC(=C(C(=C1)F)F)F)=O ((E)-3-[3-methoxy-4-(4-methyl-1H-imidazol-1-yl)phenyl]-N-[2-oxo-3-(3,4,5-trifluorophenyl)piperidin-1-yl]acrylamide). The yield is 50.6%. As a reaction SMILES: C(N(C(C)C)CC)(C)C.C1C=CC2N(O)N=NC=2C=1.Cl.[NH2:21][N:22]1[CH2:27][CH2:26][CH2:25][CH:24]([C:28]2[CH:33]=[C:32]([F:34])[C:31]([F:35])=[C:30]([F:36])[CH:29]=2)[C:23]1=[O:37].[CH3:38][O:39][C:40]1[CH:41]=[C:42](/[CH:52]=[CH:53]/[C:54](O)=[O:55])[CH:43]=[CH:44][C:45]=1[N:46]1[CH:50]=[C:49]([CH3:51])[N:48]=[CH:47]1.O.C(=O)(O)[O-].[Na+]>CN(C=O)C.C(OCC)(=O)C.C(Cl)CCl>[CH3:38][O:39][C:40]1[CH:41]=[C:42](/[CH:52]=[CH:53]/[C:54]([NH:21][N:22]2[CH2:27][CH2:26][CH2:25][CH:24]([C:28]3[CH:29]=[C:30]([F:36])[C:31]([F:35])=[C:32]([F:34])[CH:33]=3)[C:23]2=[O:37])=[O:55])[CH:43]=[CH:44][C:45]=1[N:46]1[CH:50]=[C:49]([CH3:51])[N:48]=[CH:47]1 |f:2.3,5.6.7|. Procedure details: IPEA (0.41 mL), HOBT (105 mg) and EDC (149 mg) were added to a solution of 1-amino-3-(3,4,5-trifluorophenyl)piperidin-2-one hydrochloride (109 mg) and (E)-3-[3-methoxy-4-(4-methyl-1H-imidazol-1-yl)phenyl]acrylic acid (100 mg) in DMF (2 mL), and the reaction solution was stirred at room temperature for three hours. Ethyl acetate and saturated sodium bicarbonate water were added to the reaction solution, and the organic layer was separated. The resulting organic layer was dried over anhydrous magn... Reactants: O=S1CCN(c2nc(Cl)nc3c(SCc4ccccc4)ncnc23)CC1, OC1CCCNC1. Yields the product O=S1CCN(c2nc(N3CCCC(O)C3)nc3c(SCc4ccccc4)ncnc23)CC1. RXN SMILES: [CH2:1]([c:2]1[cH:3][cH:4][cH:5][cH:6][cH:7]1)[S:8][c:9]1[n:10][cH:11][n:12][c:13]2[c:14]1[n:15][c:16]([Cl:26])[n:17][c:18]2[N:19]1[CH2:20][CH2:21][S:22](=[O:25])[CH2:23][CH2:24]1.[OH:27][CH:28]1[CH2:29][NH:30][CH2:31][CH2:32][CH2:33]1>>[CH2:1]([c:2]1[cH:3][cH:4][cH:5][cH:6][cH:7]1)[S:8][c:9]1[n:10][cH:11][n:12][c:13]2[c:14]1[n:15][c:16]([N:30]1[CH2:29][CH:28]([OH:27])[CH2:33][CH2:32][CH2:31]1)[n:17][c:18]2[N:19]1[CH2:20][CH2:21][S:22](=[O:25])[CH2:23][CH2:24]1. Reactants: ClC1=CC=C2C(=CC=NC2=C1)N1CCN(CC1)C(=O)NC1CC(CCCC1)O (4-(7-chloro-4-quinolinyl)-N-(3-hydroxycycloheptyl)-1-piperazinecarboxamide), [H-].[Na+] (NaH), FC1=NC=CC=C1 (2-fluoropyridine). The solvent is C(Cl)Cl.CO (CH2Cl2 MeOH). Product: ClC1=CC=C2C(=CC=NC2=C1)N1CCN(CC1)C(=O)NC1CC(CCCC1)OC1=NC=CC=C1 (4-(7-Chloro-4-quinolinyl)-N-[3-(2-pyridinyloxy)cycloheptyl]-1-piperazinecarboxamide). RXN SMILES: [Cl:1][C:2]1[CH:11]=[C:10]2[C:5]([C:6]([N:12]3[CH2:17][CH2:16][N:15]([C:18]([NH:20][CH:21]4[CH2:27][CH2:26][CH2:25][CH2:24][CH:23]([OH:28])[CH2:22]4)=[O:19])[CH2:14][CH2:13]3)=[CH:7][CH:8]=[N:9]2)=[CH:4][CH:3]=1.[H-].[Na+].F[C:32]1[CH:37]=[CH:36][CH:35]=[CH:34][N:33]=1>C(Cl)Cl.CO>[Cl:1][C:2]1[CH:11]=[C:10]2[C:5]([C:6]([N:12]3[CH2:17][CH2:16][N:15]([C:18]([NH:20][CH:21]4[CH2:27][CH2:26][CH2:25][CH2:24][CH:23]([O:28][C:32]5[CH:37]=[CH:36][CH:35]=[CH:34][N:33]=5)[CH2:22]4)=[O:19])[CH2:14][CH2:13]3)=[CH:7][CH:8]=[N:9]2)=[CH:4][CH:3]=1 |f:1.2,4.5|. Procedure details: As described for example 138, 4-(7-chloro-4-quinolinyl)-N-(3-hydroxycycloheptyl)-1-piperazinecarboxamide, NaH, and 2-fluoropyridine are reacted to give the product after flash chromatography with CH2Cl2-MeOH. LC-MS: 480 (M++1). 1H NMR (CDCl3) δ 8.75 (d, 1H), 8.05 (s, 1H), 8.0 (m, 2H), 7.60 (m, 1H), 7.45 (d, 1H), 6.85 (m, 2H), 6.75 (d, 1H), 6.05 (d, 1H), 5.20 (m, 1H), 4.10 (m, 1H), 3.75 (m, 4H), 3.25 (m, 4H), 2.28 (m, 1H), 2.10 (m, 3H), 1.85 (m, 2H), 1.70 (m, 1H), 1.40–1.60 (m, 3H). Reactants: CCCC1CCC(C(=O)O)CC1, CN(C)c1ccncc1, C=CC1CN2CCC1CC2C(O)c1ccnc2ccccc12, C(=NC1CCCCC1)=NC1CCCCC1, ClCCl. Product: C=CC1CN2CCC1CC2C(OC(=O)C1CCC(CCC)CC1)c1ccnc2ccccc12. Reaction SMILES: [CH2:23]([CH2:24][CH3:25])[CH:26]1[CH2:27][CH2:28][CH:29]([C:32](=[O:33])[OH:34])[CH2:30][CH2:31]1.[CH3:50][N:51]([c:52]1[cH:53][cH:54][n:55][cH:56][cH:57]1)[CH3:58].[CH:1]1([CH:11]([OH:12])[c:13]2[cH:14][cH:15][n:16][c:17]3[cH:18][cH:19][cH:20][cH:21][c:22]23)[CH2:2][CH:3]2[CH2:4][CH2:5][N:6]1[CH2:7][CH:8]2[CH:9]=[CH2:10].[CH:35]1([N:36]=[C:37]=[N:38][CH:39]2[CH2:40][CH2:41][CH2:42][CH2:43][CH2:44]2)[CH2:45][CH2:46][CH2:47][CH2:48][CH2:49]1.[Cl:59][CH2:60][Cl:61]>>[CH:1]1([CH:11]([O:12][C:32]([CH:29]2[CH2:28][CH2:27][CH:26]([CH2:23][CH2:24][CH3:25])[CH2:31][CH2:30]2)=[O:33])[c:13]2[cH:14][cH:15][n:16][c:17]3[cH:18][cH:19][cH:20][cH:21][c:22]23)[CH2:2][CH:3]2[CH2:4][CH2:5][N:6]1[CH2:7][CH:8]2[CH:9]=[CH2:10]. Starting materials: N#Cc1ccc(C(F)(F)F)cn1, CCO, [NH4+], [OH-]. The product is NCc1ccc(C(F)(F)F)cn1. Reaction SMILES: [C:1](#[N:2])[c:3]1[n:4][cH:5][c:6]([C:9]([F:10])([F:11])[F:12])[cH:7][cH:8]1.[CH3:13][CH2:14][OH:15].[NH4+:16].[OH-:17]>>[CH2:1]([NH2:2])[c:3]1[n:4][cH:5][c:6]([C:9]([F:10])([F:11])[F:12])[cH:7][cH:8]1. Starting materials: 20, NC1=C(C(=O)C2=C(C=CC=C2)Cl)C=CC=C1 (2-amino-2'-chlorobenzophenone), C(C)(OC)([O-])[O-] (methyl orthoacetate), C(C)(=O)O (acetic acid). The solvent is C1=CC=CC=C1 (benzene). The product is ClC1=C(C=CC=C1)C(C1=C(C=CC=C1)N=C(C)OC)=O (2'-chloro-2-(1-methoxyethylideneamino) benzophenone). As a reaction SMILES: [NH2:1][C:2]1[CH:16]=[CH:15][CH:14]=[CH:13][C:3]=1[C:4]([C:6]1[CH:11]=[CH:10][CH:9]=[CH:8][C:7]=1[Cl:12])=[O:5].[C:17]([O-])([O-])([O:19][CH3:20])[CH3:18].C(O)(=O)C>C1C=CC=CC=1>[Cl:12][C:7]1[CH:8]=[CH:9][CH:10]=[CH:11][C:6]=1[C:4](=[O:5])[C:3]1[CH:13]=[CH:14][CH:15]=[CH:16][C:2]=1[N:1]=[C:17]([O:19][CH3:20])[CH3:18]. Procedure: A solution of 20 parts of 2-amino-2'-chlorobenzophenone, 15 parts of methyl orthoacetate, 12 volume parts of acetic acid in 250 parts of benzene is refluxed for 5 hours. The mixture is washed with saturated aqueous sodium bicarbonate solution and water, and then dried over sodium sulfate. Evaporation of the solvent gives 2'-chloro-2-(1-methoxyethylideneamino) benzophenone as an oily substance in almost quantitative yield.